Dataset: the Open Reaction Database (ORD), a public repository of structured organic reaction records. Task: describe an organic reaction: reactants, conditions, products, and yield The reactants are CCO, COC(=O)c1cccc([N+](=O)[O-])c1N. Reaction SMILES: [CH3:15][CH2:16][OH:17].[CH3:1][O:2][C:3]([c:4]1[c:5]([NH2:13])[c:6]([N+:10]([O-:11])=[O:12])[cH:7][cH:8][cH:9]1)=[O:14]>>[CH3:1][O:2][C:3]([c:4]1[c:5]([NH2:13])[c:6]([NH2:10])[cH:7][cH:8][cH:9]1)=[O:14]. Yields the product COC(=O)c1cccc(N)c1N. The reactants are [H-].[Na+] (NaH), C(#N)C1=CC=C(C=O)C=C1 (p-cyanobenzaldehyde), COC(=O)CP(=O)(OC)OC (trimethyl phosphonoacetate). The solvent is O1CCCC1 (tetrahydrofuran), O1CCCC1 (tetrahydrofuran). Reaction conditions: time 48 hour. The product is C(#N)C1=CC=C(/C=C/C(=O)OC)C=C1 (methyl p-cyano-trans-cinnamate). Isolated yield 97.8%. RXN SMILES: [H-].[Na+].[C:3]([C:5]1[CH:12]=[CH:11][C:8]([CH:9]=O)=[CH:7][CH:6]=1)#[N:4].[CH3:13][O:14][C:15]([CH2:17]P(OC)(OC)=O)=[O:16]>O1CCCC1>[C:3]([C:5]1[CH:12]=[CH:11][C:8](/[CH:9]=[CH:17]/[C:15]([O:14][CH3:13])=[O:16])=[CH:7][CH:6]=1)#[N:4] |f:0.1|. Reported procedure: To a stirring suspension of NaH (6.1 g of 60% oil suspension, 153 mmol) and p-cyanobenzaldehyde (20 g, 153 mmol) in tetrahydrofuran (250 mL) at 0° C. was added via addition funnel a solution of trimethyl phosphonoacetate (28 g, 153 mmol) in tetrahydrofuran (50 mL). After stirring for 48 hours, the solvent was removed in vacuo and the crude residue was dissolved in ethyl acetate (500 mL). The ethyl acetate solution was washed once with water, three times with saturated aqueous NaHSO3 and once wit...